Task: describe an organic reaction: reactants, conditions, products, and yield. Dataset: the Open Reaction Database (ORD), a public repository of structured organic reaction records The reactants are CC(=O)N(c1ccccc1)C1CCN(C(=O)OCc2ccccc2)CC1, CCO, [OH-], [OH-], [Pd+2], CC(=O)N(c1ccccc1)C1CCNCC1. Yields the product CC(=O)Nc1ccccc1. As a reaction SMILES: [CH2:17]([O:18][C:19]([N:20]1[CH2:21][CH2:22][CH:23]([N:24]([c:25]2[cH:26][cH:27][cH:28][cH:29][cH:30]2)[C:31](=[O:32])[CH3:33])[CH2:34][CH2:35]1)=[O:36])[c:37]1[cH:38][cH:39][cH:40][cH:41][cH:42]1.[CH3:43][CH2:44][OH:45].[OH-:46].[OH-:48].[Pd+2:47].[c:1]1([N:7]([C:8]([CH3:9])=[O:10])[CH:11]2[CH2:12][CH2:13][NH:14][CH2:15][CH2:16]2)[cH:2][cH:3][cH:4][cH:5][cH:6]1>>[c:1]1([NH:7][C:8]([CH3:9])=[O:10])[cH:2][cH:3][cH:4][cH:5][cH:6]1. The reactants are Cl (hydrochloric acid), C(C)(=O)C1=CC=C(O[C@@H]2CC[C@H](CC2)N2C=3N(C(=C(C2=O)CC2=CC=C(C=C2)C=2C(=CC=CC2)C#N)CCC)N=CN3)C=C1 (4′-({4-[trans-4-(4-Acetylphenoxy)cyclohexyl]-5-oxo-7-propyl-4,5-dihydro[1,2,4]triazolo[1,5-a]pyrimidin-6-yl}methyl)biphenyl-2-carbonitrile), C[Mg]Br (Methylmagnesium bromide), C[Mg]Br (methylmagnesium bromide). The solvent is O1CCCC1 (tetrahydrofuran). Reaction conditions: time 16 hour. Yields the product OC(C)(C)C1=CC=C(O[C@@H]2CC[C@H](CC2)N2C=3N(C(=C(C2=O)CC2=CC=C(C=C2)C=2C(=CC=CC2)C#N)CCC)N=CN3)C=C1 (4′-[(4-{trans-4-[4-(1-hydroxy-1-methylethyl)phenoxy]cyclohexyl}-5-oxo-7-propyl-4,5-dihydro[1,2,4]triazolo[1,5-a]pyrimidin-6-yl)methyl]biphenyl-2-carbonitrile). The yield is 60.0%. As a reaction SMILES: [C:1]([C:4]1[CH:44]=[CH:43][C:7]([O:8][C@H:9]2[CH2:14][CH2:13][C@H:12]([N:15]3[C:20](=[O:21])[C:19]([CH2:22][C:23]4[CH:28]=[CH:27][C:26]([C:29]5[C:30]([C:35]#[N:36])=[CH:31][CH:32]=[CH:33][CH:34]=5)=[CH:25][CH:24]=4)=[C:18]([CH2:37][CH2:38][CH3:39])[N:17]4[N:40]=[CH:41][N:42]=[C:16]34)[CH2:11][CH2:10]2)=[CH:6][CH:5]=1)(=[O:3])[CH3:2].[CH3:45][Mg]Br.Cl>O1CCCC1>[OH:3][C:1]([C:4]1[CH:5]=[CH:6][C:7]([O:8][C@H:9]2[CH2:14][CH2:13][C@H:12]([N:15]3[C:20](=[O:21])[C:19]([CH2:22][C:23]4[CH:28]=[CH:27][C:26]([C:29]5[C:30]([C:35]#[N:36])=[CH:31][CH:32]=[CH:33][CH:34]=5)=[CH:25][CH:24]=4)=[C:18]([CH2:37][CH2:38][CH3:39])[N:17]4[N:40]=[CH:41][N:42]=[C:16]34)[CH2:11][CH2:10]2)=[CH:43][CH:44]=1)([CH3:45])[CH3:2]. Procedure details: 4′-({4-[trans-4-(4-Acetylphenoxy)cyclohexyl]-5-oxo-7-propyl-4,5-dihydro[1,2,4]triazolo[1,5-a]pyrimidin-6-yl}methyl)biphenyl-2-carbonitrile (0.27 g) was dissolved in tetrahydrofuran (1 mL), methylmagnesium bromide (1.4 mL, 1.0 M tetrahydrofuran solution) was added dropwise, and the mixture was stirred at room temperature for 16 hr. Methylmagnesium bromide (0.11 mL, 1.0 M tetrahydrofuran solution) was further added dropwise, and the mixture was stirred at room temperature for 1 hr. The reaction mi... The reactants are [Li+].[Cl-] (LiCl), CC=1N=C(SC1)[Sn](CCCC)(CCCC)CCCC (4-methyl-2-(tributylstannyl)-thiazole), C(#N)C1(CC1)NC(=O)[C@@H]1[C@H](C[C@H](C1)S(=O)(=O)C1=C(C=C(C=C1)Br)C(F)(F)F)OC ((1S,2S,4S)-4-(4-Bromo-2-trifluoromethyl-benzenesulfonyl)-2-methoxy-cyclopentanecarboxylic acid (1-cyano-cyclopropyl)-amide). The reagents and catalysts are C=1C=CC(=CC1)[P](C=2C=CC=CC2)(C=3C=CC=CC3)[Pd]([P](C=4C=CC=CC4)(C=5C=CC=CC5)C=6C=CC=CC6)([P](C=7C=CC=CC7)(C=8C=CC=CC8)C=9C=CC=CC9)[P](C=1C=CC=CC1)(C=1C=CC=CC1)C=1C=CC=CC1 (tetrakis(triphenylphosphine)palladium(0)). The solvent is O1CCOCC1 (dioxane), O1CCOCC1 (dioxane), C(Cl)Cl (DCM). The product is C(#N)C1(CC1)NC(=O)[C@@H]1[C@H](C[C@H](C1)S(=O)(=O)C1=C(C=C(C=C1)C=1SC=C(N1)C)C(F)(F)F)OC ((1S,2S,4S)-2-Methoxy-4-[4-(4-methyl-thiazol-2-yl)-2-trifluoromethyl-benzenesulfonyl]-cyclopentanecarboxylic acid (1-cyano-cyclopropyl)-amide). Isolated yield 36.1%. As a reaction SMILES: [C:1]([C:3]1([NH:6][C:7]([C@H:9]2[CH2:13][C@H:12]([S:14]([C:17]3[CH:22]=[CH:21][C:20](Br)=[CH:19][C:18]=3[C:24]([F:27])([F:26])[F:25])(=[O:16])=[O:15])[CH2:11][C@@H:10]2[O:28][CH3:29])=[O:8])[CH2:5][CH2:4]1)#[N:2].[CH3:30][C:31]1[N:32]=[C:33]([Sn](CCCC)(CCCC)CCCC)[S:34][CH:35]=1.[Li+].[Cl-]>O1CCOCC1.C(Cl)Cl.C1C=CC([P]([Pd]([P](C2C=CC=CC=2)(C2C=CC=CC=2)C2C=CC=CC=2)([P](C2C=CC=CC=2)(C2C=CC=CC=2)C2C=CC=CC=2)[P](C2C=CC=CC=2)(C2C=CC=CC=2)C2C=CC=CC=2)(C2C=CC=CC=2)C2C=CC=CC=2)=CC=1>[C:1]([C:3]1([NH:6][C:7]([C@H:9]2[CH2:13][C@H:12]([S:14]([C:17]3[CH:22]=[CH:21][C:20]([C:33]4[S:34][CH:35]=[C:31]([CH3:30])[N:32]=4)=[CH:19][C:18]=3[C:24]([F:27])([F:26])[F:25])(=[O:16])=[O:15])[CH2:11][C@@H:10]2[O:28][CH3:29])=[O:8])[CH2:5][CH2:4]1)#[N:2] |f:2.3,^1:63,65,84,103|. Procedure: To a suspension of (1R,2R,4R) and (1S,2S,4S)-4-(4-bromo-2-trifluoromethyl-benzenesulfonyl)-2-methoxy-cyclopentanecarboxylic acid (1-cyano-cyclopropyl)-amide (40 mg, 0.0808 mmol, example 58) in dioxane (1.5 ml) was added a solution of 4-methyl-2-(tributylstannyl)-thiazole (38 mg, 0.0970 mmol) in dioxane (0.5 ml) and argon was bubbled through the resulting mixture for 10 minutes. Then LiCl (10 mg, 0.242 mmol) and tetrakis(triphenylphosphine)palladium(0) (5 mg, 0.00404 mmol) were added and the mixt... The reactants are CCOC(=O)C(C)(C)c1cccc(OC)c1, CCO, [Na+], [OH-]. Product: COc1cccc(C(C)(C)C(=O)O)c1. RXN SMILES: [CH2:1]([CH3:2])[O:3][C:4]([C:5]([CH3:6])([CH3:7])[c:8]1[cH:9][c:10]([O:14][CH3:15])[cH:11][cH:12][cH:13]1)=[O:16].[CH3:19][CH2:20][OH:21].[Na+:18].[OH-:17]>>[O:3]=[C:4]([C:5]([CH3:6])([CH3:7])[c:8]1[cH:9][c:10]([O:14][CH3:15])[cH:11][cH:12][cH:13]1)[OH:16].